This data is from the Open Reaction Database (ORD), a public repository of structured organic reaction records. The task is: describe an organic reaction: reactants, conditions, products, and yield Reactants: CC=1SC(=C(N1)CCCCCCC(=O)OC)C(=O)O (2-methyl-4-(6-carbomethoxyhexyl)-thiazole-5-carboxylic acid), C(C(=O)Cl)(=O)Cl (oxalyl chloride). Run in C1=CC=CC=C1 (benzene). Reaction conditions: time 8 hour. Yields the product CC=1SC(=C(N1)CCCCCCC(=O)OC)CO (2-Methyl-4-(6-carbomethoxyhexyl)-5-hydroxymethyl-thiazole). Reaction SMILES: [CH3:1][C:2]1[S:3][C:4]([C:17](O)=[O:18])=[C:5]([CH2:7][CH2:8][CH2:9][CH2:10][CH2:11][CH2:12][C:13]([O:15][CH3:16])=[O:14])[N:6]=1.C(Cl)(=O)C(Cl)=O>C1C=CC=CC=1>[CH3:1][C:2]1[S:3][C:4]([CH2:17][OH:18])=[C:5]([CH2:7][CH2:8][CH2:9][CH2:10][CH2:11][CH2:12][C:13]([O:15][CH3:16])=[O:14])[N:6]=1. Procedure: To the solution of 4.15 g of 2-methyl-4-(6-carbomethoxyhexyl)-thiazole-5-carboxylic acid (X, R1 = CH3) in 50 ml of anhydrous benzene 4.2 ml of oxalyl chloride were added dropwise, and the reaction mixture was allowed to stand overnight at room temperature, then benzene and excess oxalyl chloride were evaporated in vacuo. The obtained residue containing 2-methyl-4-(6-carbomethoxyhexyl)-thiazole-5-carboxylic acid chloride (XI, R1 = CH3) was dissolved in 20 ml of anhydrous dioxane, and a suspension... The reactants are CN1C(=C(C2=CC=CC=C12)C(=O)C1=C(C(=O)O)C(=C(C(=C1Cl)Cl)Cl)Cl)C (2-[(1,2-dimethyl-3-indolyl)carbonyl]-3,4,5,6-tetrachlorobenzoic acid), [OH-].[NH4+] (ammonium hydroxide), CN(C1=CC(=CC=C1)N(C)C)C (N,N,N',N'-tetramethyl-m-phenylenediamine), C(C)(=O)OC(C)=O (acetic anhydride). Run in Cl (hydrochloric acid). Product: CN(C1=C(C=CC(=C1)N(C)C)C1(OC(=O)C2=C(C(=C(C(=C12)Cl)Cl)Cl)Cl)C1=C(N(C2=CC=CC=C12)C)C)C (3-[2,4-bis(dimethylamino)phenyl]-3-(1,2-dimethyl-3-indolyl)-4,5,6,7-tetrachlorophthalide). RXN SMILES: [CH3:1][N:2]1[C:10]2[C:5](=[CH:6][CH:7]=[CH:8][CH:9]=2)[C:4]([C:11]([C:13]2[C:21]([Cl:22])=[C:20]([Cl:23])[C:19]([Cl:24])=[C:18]([Cl:25])[C:14]=2[C:15]([OH:17])=O)=[O:12])=[C:3]1[CH3:26].[CH3:27][N:28]([CH3:38])[C:29]1[CH:34]=[CH:33][CH:32]=[C:31]([N:35]([CH3:37])[CH3:36])[CH:30]=1.C(OC(=O)C)(=O)C.[OH-].[NH4+]>Cl>[CH3:36][N:35]([CH3:37])[C:31]1[CH:30]=[C:29]([N:28]([CH3:38])[CH3:27])[CH:34]=[CH:33][C:32]=1[C:11]1([C:4]2[C:5]3[C:10](=[CH:9][CH:8]=[CH:7][CH:6]=3)[N:2]([CH3:1])[C:3]=2[CH3:26])[C:13]2[C:14](=[C:18]([Cl:25])[C:19]([Cl:24])=[C:20]([Cl:23])[C:21]=2[Cl:22])[C:15](=[O:17])[O:12]1 |f:3.4|. Procedure: A mixture of 1.55 g (0.0036 mole) of 2-[(1,2-dimethyl-3-indolyl)carbonyl]-3,4,5,6-tetrachlorobenzoic acid prepared in a manner similar to part A of Example 2, 0.58 g (0.0035 mole) of N,N,N',N'-tetramethyl-m-phenylenediamine and ten ml of acetic anhydride was heated to reflux for approximately one hour. After cooling to room temperature, the reaction mixture was poured into 20 ml of 10 percent hydrochloric acid and the mixture then rendered alkaline by the addition of concentrated ammonium hydrox... Reactants: COC(=O)c1ccc(-c2ccc(OC)cc2OC)c(C)c1, CCO, [Na+], [OH-], O. Product: COc1ccc(-c2ccc(C(=O)O)cc2C)c(OC)c1. Reaction SMILES: [CH3:1][O:2][c:3]1[c:4](-[c:11]2[c:12]([CH3:21])[cH:13][c:14]([C:17](=[O:18])[O:19][CH3:20])[cH:15][cH:16]2)[cH:5][cH:6][c:7]([O:9][CH3:10])[cH:8]1.[CH3:24][CH2:25][OH:26].[Na+:23].[OH-:22].[OH2:27]>>[CH3:1][O:2][c:3]1[c:4](-[c:11]2[c:12]([CH3:21])[cH:13][c:14]([C:17](=[O:18])[OH:19])[cH:15][cH:16]2)[cH:5][cH:6][c:7]([O:9][CH3:10])[cH:8]1. Reactants: O=C1CNCCN1, O=C(O)C=Cc1ccc(Oc2ccccc2)nc1, CN(C)C=O. The product is O=C1CN(C(=O)C=Cc2ccc(Oc3ccccc3)nc2)CCN1. RXN SMILES: [NH:19]1[C:20](=[O:25])[CH2:21][NH:22][CH2:23][CH2:24]1.[O:1]([c:2]1[cH:3][cH:4][cH:5][cH:6][cH:7]1)[c:8]1[cH:9][cH:10][c:11]([CH:14]=[CH:15][C:16](=[O:17])[OH:18])[cH:12][n:13]1.[O:26]=[CH:27][N:28]([CH3:29])[CH3:30]>>[O:1]([c:2]1[cH:3][cH:4][cH:5][cH:6][cH:7]1)[c:8]1[cH:9][cH:10][c:11]([CH:14]=[CH:15][C:16](=[O:18])[N:22]2[CH2:21][C:20](=[O:25])[NH:19][CH2:24][CH2:23]2)[cH:12][n:13]1.